The task is: describe an organic reaction: reactants, conditions, products, and yield. This data is from the Open Reaction Database (ORD), a public repository of structured organic reaction records. Reactants: CC(C)C[AlH]CC(C)C, CO, COC(=O)Cc1c(Cl)nc(C)nc1OCCOC1CN(C(=O)OC(C)(C)C)CCC1c1ccc(OCCCOCc2ccccc2OC)cc1, Cl, C1CCOC1. Product: COc1ccccc1COCCCOc1ccc(C2CCN(C(=O)OC(C)(C)C)CC2OCCOc2nc(C)nc(Cl)c2CCO)cc1. Reaction SMILES: [CH3:1][CH:2]([CH2:3][AlH:4][CH2:5][CH:6]([CH3:7])[CH3:8])[CH3:9].[CH3:60][OH:61].[Cl:10][c:11]1[c:12]([CH2:55][C:56](=[O:57])[O:58][CH3:59])[c:13]([O:18][CH2:19][CH2:20][O:21][CH:22]2[CH2:23][N:24]([C:48](=[O:49])[O:50][C:51]([CH3:52])([CH3:53])[CH3:54])[CH2:25][CH2:26][CH:27]2[c:28]2[cH:29][cH:30][c:31]([O:34][CH2:35][CH2:36][CH2:37][O:38][CH2:39][c:40]3[c:41]([O:46][CH3:47])[cH:42][cH:43][cH:44][cH:45]3)[cH:32][cH:33]2)[n:14][c:15]([CH3:17])[n:16]1.[ClH:62].[O:63]1[CH2:64][CH2:65][CH2:66][CH2:67]1>>[Cl:10][c:11]1[c:12]([CH2:55][CH2:56][OH:57])[c:13]([O:18][CH2:19][CH2:20][O:21][CH:22]2[CH2:23][N:24]([C:48](=[O:49])[O:50][C:51]([CH3:52])([CH3:53])[CH3:54])[CH2:25][CH2:26][CH:27]2[c:28]2[cH:29][cH:30][c:31]([O:34][CH2:35][CH2:36][CH2:37][O:38][CH2:39][c:40]3[c:41]([O:46][CH3:47])[cH:42][cH:43][cH:44][cH:45]3)[cH:32][cH:33]2)[n:14][c:15]([CH3:17])[n:16]1. The reactants are C(C)(C)(C)OC(NCC=1C(=NC=C(C1)N1S(C2=C(NC1=O)C=CC=C2)(=O)=O)OC)=O (tert-butyl[5-(1,1-dioxido-3-oxo-3,4-dihydro-2H-1,2,4-benzothiadiazin-2-yl)-2-methoxypyridin-3-yl]methylcarbamate), FC1=C(CBr)C(=CC(=C1)OC)F (2,6-difluoro-4-methoxybenzyl bromide), C(=O)([O-])[O-].[K+].[K+] (K2CO3), C(=O)(C(F)(F)F)O (TFA), FC1=C(CN2C(N(S(C3=C2C=CC=C3)(=O)=O)C3=NC(=C(C=C3)OC)NC)=O)C(=CC(=C1)OC)F (4-(2,6-Difluoro-4-methoxybenzyl)-2-[5-methoxy-6-(methylamino)pyridin-2-yl]-2H-1,2,4-benzothiadiazin-3(4H)-one 1,1-dioxide). The solvent is CN(C)C=O (DMF), C(Cl)Cl (DCM). The product is FC1=C(CN2C(N(S(C3=C2C=CC=C3)(=O)=O)C=3C=NC(=C(C3)NC)OC)=O)C(=CC(=C1)OC)F (4-(2,6-Difluoro-4-methoxybenzyl)-2-[6-methoxy-5-(methylamino)pyridin-3-yl]-2H-1,2,4-benzothiadiazin-3(4H)-one 1,1-dioxide). RXN SMILES: C(OC(=O)NC[C:9]1[C:10]([O:28][CH3:29])=[N:11][CH:12]=[C:13]([N:15]2[C:20](=[O:21])[NH:19][C:18]3[CH:22]=[CH:23][CH:24]=[CH:25][C:17]=3[S:16]2(=[O:27])=[O:26])[CH:14]=1)(C)(C)C.[F:31][C:32]1[CH:39]=[C:38]([O:40][CH3:41])[CH:37]=[C:36]([F:42])[C:33]=1[CH2:34]Br.C([O-])([O-])=O.[K+].[K+].C(O)(C(F)(F)F)=O.FC1C=C(OC)C=C(F)C=1[CH2:59][N:60]1C2C=CC=CC=2S(=O)(=O)N(C2C=CC(OC)=C(NC)N=2)C1=O>CN(C=O)C.C(Cl)Cl>[F:31][C:32]1[CH:39]=[C:38]([O:40][CH3:41])[CH:37]=[C:36]([F:42])[C:33]=1[CH2:34][N:19]1[C:18]2[CH:22]=[CH:23][CH:24]=[CH:25][C:17]=2[S:16](=[O:27])(=[O:26])[N:15]([C:13]2[CH:12]=[N:11][C:10]([O:28][CH3:29])=[C:9]([NH:60][CH3:59])[CH:14]=2)[C:20]1=[O:21] |f:2.3.4|. Procedure details: The title compound (120 mg, 0.24 mmol) was prepared in two steps from tert-butyl[5-(1,1-dioxido-3-oxo-3,4-dihydro-2H-1,2,4-benzothiadiazin-2-yl)-2-methoxypyridin-3-yl]methylcarbamate (IntA35) (130 mg, 0.3 mmol), 2,6-difluoro-4-methoxybenzyl bromide (85 mg, 0.36 mmol) and K2CO3 (124 mg, 0.9 mmol) in DMF (1.5 mL); followed by TFA (2 mL) in DCM (3 mL) at rt using the methods of (179).